Dataset: the Open Reaction Database (ORD), a public repository of structured organic reaction records. Task: describe an organic reaction: reactants, conditions, products, and yield The reactants are O=C(OOC(=O)c1ccccc1)c1ccccc1, CCOC(=O)c1cn2ncc(C#N)c(Cl)c2c1C, ClC(Cl)(Cl)Cl, O=C1CCC(=O)N1Br. Product: CCOC(=O)c1cn2ncc(C#N)c(Cl)c2c1CBr. As a reaction SMILES: [C:27]([O:28][O:29][C:30](=[O:31])[c:32]1[cH:33][cH:34][cH:35][cH:36][cH:37]1)(=[O:38])[c:39]1[cH:40][cH:41][cH:42][cH:43][cH:44]1.[CH2:1]([CH3:2])[O:3][C:4](=[O:5])[c:6]1[c:7]([CH3:18])[c:8]2[n:9]([n:10][cH:11][c:12]([C:15]#[N:16])[c:13]2[Cl:14])[cH:17]1.[Cl:45][C:46]([Cl:47])([Cl:48])[Cl:49].[O:19]=[C:20]1[N:21]([Br:26])[C:22](=[O:23])[CH2:24][CH2:25]1>>[CH2:1]([CH3:2])[O:3][C:4](=[O:5])[c:6]1[c:7]([CH2:18][Br:26])[c:8]2[n:9]([n:10][cH:11][c:12]([C:15]#[N:16])[c:13]2[Cl:14])[cH:17]1. The reactants are CC(=O)NC1CCCC1c1ccc(S(=O)(=O)Nc2nnc(C(C)C)s2)cc1, Cl. Yields the product CC(C)c1nnc(NS(=O)(=O)c2ccc(C3CCCC3N)cc2)s1, Cl. RXN SMILES: [CH:1]([CH3:2])([CH3:3])[c:4]1[n:5][n:6][c:7]([NH:9][S:10](=[O:11])(=[O:12])[c:13]2[cH:14][cH:15][c:16]([CH:19]3[CH:20]([NH:24][C:25](=[O:26])[CH3:27])[CH2:21][CH2:22][CH2:23]3)[cH:17][cH:18]2)[s:8]1.[ClH:28]>>[CH:1]([CH3:2])([CH3:3])[c:4]1[n:5][n:6][c:7]([NH:9][S:10](=[O:11])(=[O:12])[c:13]2[cH:14][cH:15][c:16]([CH:19]3[CH:20]([NH2:24])[CH2:21][CH2:22][CH2:23]3)[cH:17][cH:18]2)[s:8]1.[ClH:28]. Starting materials: [Na] (sodium), C(C1CCCO1)O (tetrahydrofurfuryl alcohol), ClC[Si](OCC)(OCC)C (chloromethylmethyldiethoxysilane). Reagents/catalysts: [I-].[K+] (potassium iodide). Solvent: C1(=CC=CC=C1)C (toluene). The product is C(C1CCCO1)OC[Si](OCC)(OCC)C ((tetrahydrofurfuryloxymethyl)methyldiethoxysilane). Reaction SMILES: [Na].[CH2:2]([OH:8])[CH:3]1[O:7][CH2:6][CH2:5][CH2:4]1.Cl[CH2:10][Si:11]([CH3:18])([O:15][CH2:16][CH3:17])[O:12][CH2:13][CH3:14]>[I-].[K+].C1(C)C=CC=CC=1>[CH2:2]([O:8][CH2:10][Si:11]([CH3:18])([O:15][CH2:16][CH3:17])[O:12][CH2:13][CH3:14])[CH:3]1[O:7][CH2:6][CH2:5][CH2:4]1 |f:3.4,^1:0|. Reported procedure: Under conditions similar to Example 3, the reaction product of sodium metal and tetrahydrofurfuryl alcohol was reacted with chloromethylmethyldiethoxysilane in the presence of potassium iodide catalyst in toluene. The reaction proceeded to the desired product only to the extent of 20% with the formation of significant amounts of byproducts.